Dataset: the Open Reaction Database (ORD), a public repository of structured organic reaction records. Task: describe an organic reaction: reactants, conditions, products, and yield As a reaction SMILES: [B-:18]([F:19])([F:20])([F:21])[F:22].[CH2:73]([OH:74])[CH3:75].[CH3:1][c:2]1[cH:3][c:4]([C:5](=[O:6])[OH:7])[cH:8][cH:9][c:10]1[C:11](=[O:12])[N:13]1[CH2:14][CH2:15][CH2:16][CH2:17]1.[CH:40]([N:41]([CH:42]([CH3:43])[CH3:44])[CH2:45][CH3:46])([CH3:47])[CH3:48].[Cl:49][c:50]1[cH:51][c:52]2[c:53]([nH:54][c:55]([CH:57]([CH2:58][n:59]3[n:60][cH:61][n:62][n:63]3)[NH2:64])[n:56]2)[cH:65][cH:66]1.[Cl:67].[Cl:76][CH2:77][Cl:78].[O:68]1[CH2:69][CH2:70][CH2:71][CH2:72]1.[n:23]1([O:24][C:25]([N:26]([CH3:27])[CH3:28])=[N+:29]([CH3:30])[CH3:31])[c:32]2[cH:33][cH:34][cH:35][cH:36][c:37]2[n:38][n:39]1>>[CH3:1][c:2]1[cH:3][c:4]([C:5](=[O:7])[NH:64][CH:57]([c:55]2[nH:54][c:53]3[c:52]([cH:51][c:50]([Cl:49])[cH:66][cH:65]3)[n:56]2)[CH2:58][n:59]2[n:60][cH:61][n:62][n:63]2)[cH:8][cH:9][c:10]1[C:11](=[O:12])[N:13]1[CH2:14][CH2:15][CH2:16][CH2:17]1. Yields the product Cc1cc(C(=O)NC(Cn2ncnn2)c2nc3cc(Cl)ccc3[nH]2)ccc1C(=O)N1CCCC1. The reactants are F[B-](F)(F)F, CCO, Cc1cc(C(=O)O)ccc1C(=O)N1CCCC1, CCN(C(C)C)C(C)C, NC(Cn1ncnn1)c1nc2cc(Cl)ccc2[nH]1, Cl, ClCCl, C1CCOC1, CN(C)C(On1nnc2ccccc21)=[N+](C)C.